Dataset: the Open Reaction Database (ORD), a public repository of structured organic reaction records. Task: describe an organic reaction: reactants, conditions, products, and yield Starting materials: O=[O+][O-] (Ozone), C1(=CC=CC=C1)C=C[C@H]1[C@@H](C(N1[Si](C)(C)C(C)(C)C)=O)CCCCNC(=NC(=O)OCC1=CC=CC=C1)NC(=O)OCC1=CC=CC=C1 (trans-4-(2-Phenylethenyl)-3-[4-[N',N"-di(Cbz)-guanidino]-butyl]-1-t-butyldimethylsilyl-2-azetidinone), CSC (Dimethyl sulfide). Run in C(Cl)Cl (methylene chloride). Run at time 16 hour. Yields the product C(=O)[C@H]1[C@@H](C(N1[Si](C)(C)C(C)(C)C)=O)CCCCNC(=NC(=O)OCC1=CC=CC=C1)NC(=O)OCC1=CC=CC=C1 (trans-4-Formyl-3-[4-[N',N"-di(Cbz)guanidino]butyl]-1-t-butyldimethylsilyl-2-azetidinone). Reaction SMILES: [O:1]=[O+][O-].C1(C=[CH:11][C@@H:12]2[N:15]([Si:16]([C:19]([CH3:22])([CH3:21])[CH3:20])([CH3:18])[CH3:17])[C:14](=[O:23])[C@H:13]2[CH2:24][CH2:25][CH2:26][CH2:27][NH:28][C:29]([NH:41][C:42]([O:44][CH2:45][C:46]2[CH:51]=[CH:50][CH:49]=[CH:48][CH:47]=2)=[O:43])=[N:30][C:31]([O:33][CH2:34][C:35]2[CH:40]=[CH:39][CH:38]=[CH:37][CH:36]=2)=[O:32])C=CC=CC=1.CSC>C(Cl)Cl>[CH:11]([C@@H:12]1[N:15]([Si:16]([C:19]([CH3:22])([CH3:21])[CH3:20])([CH3:18])[CH3:17])[C:14](=[O:23])[C@H:13]1[CH2:24][CH2:25][CH2:26][CH2:27][NH:28][C:29]([NH:41][C:42]([O:44][CH2:45][C:46]1[CH:51]=[CH:50][CH:49]=[CH:48][CH:47]=1)=[O:43])=[N:30][C:31]([O:33][CH2:34][C:35]1[CH:40]=[CH:39][CH:38]=[CH:37][CH:36]=1)=[O:32])=[O:1]. Procedure details: Ozone was passed through a -78° C. methylene chloride (100 mL) solution of compound 34 (8.2 g, 12 mmol) until the solution retained a blue color. Dimethyl sulfide (10 mL) was added. The solution was warmed to room temperature and allowed to stand for 16 h. The solution was concentrated to afford the title product which was not purified but used directly in Step B. The reactants are C(N)(=O)C=1C=CC(=NC1)N1C2=CC=CC=C2C=2C(=CC=CC12)C(=O)O (9-(5-carbamoylpyridin-2-yl)-9H-carbazole-4-carboxylic acid), C(C)(C)N(CC)C(C)C (diisopropylethylamine), C1=CC(=C(C=C1F)N)N (4-fluoro-O-phenylenediamine), F[B-](F)(F)F.C(C)OC(=O)C(C#N)=NOC(=[N+](C)C)N(C)C (O-((ethoxycarbonyl)cyanomethyleneamino)-N,N,N′,N′-tetramethyluronium tetrafluoroborate). The solvent is CN(C=O)C (dimethylformamide), O (water), C(C)(=O)O (acetic acid). Conditions: time 12 hour. Yields the product FC=1C=CC2=C(NC(=N2)C2=CC=CC=3N(C4=CC=CC=C4C23)C2=NC=C(C(=O)N)C=C2)C1 (6-[4-(6-fluoro-1H-benzimidazol-2-yl)-9H-carbazol-9-yl]nicotinamide). Yield: 41.2%. Reaction SMILES: [C:1]([C:4]1[CH:5]=[CH:6][C:7]([N:10]2[C:22]3[CH:21]=[CH:20][CH:19]=[C:18]([C:23](O)=O)[C:17]=3[C:16]3[C:11]2=[CH:12][CH:13]=[CH:14][CH:15]=3)=[N:8][CH:9]=1)(=[O:3])[NH2:2].[CH:26]1[C:31]([F:32])=[CH:30][C:29]([NH2:33])=[C:28]([NH2:34])[CH:27]=1.F[B-](F)(F)F.C(OC(C(=NOC(N(C)C)=[N+](C)C)C#N)=O)C.C(N(C(C)C)CC)(C)C>CN(C)C=O.C(O)(=O)C.O>[F:32][C:31]1[CH:26]=[CH:27][C:28]2[N:34]=[C:23]([C:18]3[C:17]4[C:16]5[C:11](=[CH:12][CH:13]=[CH:14][CH:15]=5)[N:10]([C:7]5[CH:6]=[CH:5][C:4]([C:1]([NH2:2])=[O:3])=[CH:9][N:8]=5)[C:22]=4[CH:21]=[CH:20][CH:19]=3)[NH:33][C:29]=2[CH:30]=1 |f:2.3|. Procedure: In a 50 ml round-bottomed flask, a mixture of 210 mg of 9-(5-carbamoylpyridin-2-yl)-9H-carbazole-4-carboxylic acid, obtained according to the preceding stage, 105 mg of 4-fluoro-O-phenylenediamine, 273 mg of O-((ethoxycarbonyl)cyanomethyleneamino)-N,N,N′,N′-tetramethyluronium tetrafluoroborate (TOTU) and 138 μl of diisopropylethylamine in 36 ml of dimethylformamide is stirred at ambient temperature for 12 hours. 300 ml of water are added to the reaction medium and then the aqueous phase is extra... Reactants: [Br-].C(=O)(OC(C)(C)C)C[P+](C1=CC=CC=C1)(C1=CC=CC=C1)C1=CC=CC=C1 (carbo-t-butoxymethyl triphenylphosphonium bromide), [OH-].[Na+] (sodium hydroxide). The solvent is O (water), O (water). Run at time 16 hour. The product is C(=O)(OC(C)(C)C)C=P(C1=CC=CC=C1)(C1=CC=CC=C1)C1=CC=CC=C1 (carbo-t-butoxymethylene triphenylphosphorane). The yield is 95.2%. RXN SMILES: [Br-].[C:2]([CH2:9][P+:10]([C:23]1[CH:28]=[CH:27][CH:26]=[CH:25][CH:24]=1)([C:17]1[CH:22]=[CH:21][CH:20]=[CH:19][CH:18]=1)[C:11]1[CH:16]=[CH:15][CH:14]=[CH:13][CH:12]=1)([O:4][C:5]([CH3:8])([CH3:7])[CH3:6])=[O:3].[OH-].[Na+]>O>[C:2]([CH:9]=[P:10]([C:23]1[CH:28]=[CH:27][CH:26]=[CH:25][CH:24]=1)([C:17]1[CH:18]=[CH:19][CH:20]=[CH:21][CH:22]=1)[C:11]1[CH:16]=[CH:15][CH:14]=[CH:13][CH:12]=1)([O:4][C:5]([CH3:8])([CH3:7])[CH3:6])=[O:3] |f:0.1,2.3|. Reported procedure: A suspension of the carbo-t-butoxymethyl triphenylphosphonium bromide (55.8 g, 122 mmol) in water (400 ml) was treated with sodium hydroxide (4.7 g, 117 mml) in water (100 ml). The mixture was stirred for 16 hours and the solid collected to give 43.7 g (95% of theory) of carbo-t-butoxymethylene triphenylphosphorane.